This data is from the Open Reaction Database (ORD), a public repository of structured organic reaction records. The task is: describe an organic reaction: reactants, conditions, products, and yield The reactants are O1CCOC12CCC(CC2)C2=CN(C1=CC=C(C=C21)C#N)CC (3-(1,4-Dioxa-spiro[4,5]dec-8-yl)-5-cyano-1-ethyl-indole), C(CC)Br (n-propylbromide). The product is O1CCOC12CCC(CC2)C2=CN(C1=CC=C(C=C21)C#N)CCC (3-(1,4-Dioxa-spiro[4,5]dec-8-yl)-5-cyano-1-n-propyl-indole). The yield is 75.0%. Reaction SMILES: [O:1]1[C:5]2([CH2:10][CH2:9][CH:8]([C:11]3[C:19]4[C:14](=[CH:15][CH:16]=[C:17]([C:20]#[N:21])[CH:18]=4)[N:13]([CH2:22][CH3:23])[CH:12]=3)[CH2:7][CH2:6]2)[O:4][CH2:3][CH2:2]1.[CH2:24](Br)CC>>[O:4]1[C:5]2([CH2:10][CH2:9][CH:8]([C:11]3[C:19]4[C:14](=[CH:15][CH:16]=[C:17]([C:20]#[N:21])[CH:18]=4)[N:13]([CH2:22][CH2:23][CH3:24])[CH:12]=3)[CH2:7][CH2:6]2)[O:1][CH2:2][CH2:3]1. Reported procedure: This compound was prepared in the manner described above for intermediate 5b by replacing ethylbromide with n-propylbromide (13.1 g, 11 mmol) to afford 4.33 g (75%) of the title compound as a oil: MS EI m/e 324 (M+) Starting materials: O=C1CCC(=O)N1Br, ClCCl, Nc1cnc(Cl)cn1. The product is Nc1ncc(Cl)nc1Br. As a reaction SMILES: [Br:9][N:10]1[C:11](=[O:12])[CH2:13][CH2:14][C:15]1=[O:16].[Cl:17][CH2:18][Cl:19].[Cl:1][c:2]1[n:3][cH:4][c:5]([NH2:8])[n:6][cH:7]1>>[Cl:1][c:2]1[n:3][c:4]([Br:9])[c:5]([NH2:8])[n:6][cH:7]1. Starting materials: C(O)([O-])=O.[Na+] (sodium hydrogen carbonate), BrC(Br)(Br)Br (Tetrabromomethane), C1(=CC=C(C=C1)C=O)C1=CC=CC=C1 (biphenyl-4-carbaldehyde), C1(=CC=CC=C1)P(C1=CC=CC=C1)C1=CC=CC=C1 (triphenylphosphine). Solvent: C(Cl)Cl (methylene chloride). Reaction conditions: time 3 hour. Yields the product BrC(=CC1=CC=C(C=C1)C1=CC=CC=C1)Br (1,1-dibromo-2-(4-biphenylyl)ethene). As a reaction SMILES: [Br:1][C:2]([Br:5])(Br)Br.[C:6]1([C:14]2[CH:19]=[CH:18][CH:17]=[CH:16][CH:15]=2)[CH:11]=[CH:10][C:9]([CH:12]=O)=[CH:8][CH:7]=1.C1(P(C2C=CC=CC=2)C2C=CC=CC=2)C=CC=CC=1.C(=O)([O-])O.[Na+]>C(Cl)Cl>[Br:1][C:2]([Br:5])=[CH:12][C:9]1[CH:10]=[CH:11][C:6]([C:14]2[CH:15]=[CH:16][CH:17]=[CH:18][CH:19]=2)=[CH:7][CH:8]=1 |f:3.4|. Reported procedure: Tetrabromomethane (21.8 g, 166 mmol) was added to a cooled solution of biphenyl-4-carbaldehyde (10.0 g, 54.9 mmol) and triphenylphosphine (35.5 g, 131.8 mmol) in dry methylene chloride (100 mL). Reaction mixture was stirred for 3 h at ambient temperature and saturated solution of sodium hydrogen carbonate (50 mL) was added. The organic layer was washed with water (50 mL), dried with anhydrous magnesium sulfate and subsequently evaporated in vacuo. The crude product was twice re-crystallized from...